Dataset: the Open Reaction Database (ORD), a public repository of structured organic reaction records. Task: describe an organic reaction: reactants, conditions, products, and yield Starting materials: C([O-])([O-])=O.[Na+].[Na+] (sodium carbonate), S1C2=C(C=C1C1=NC(=NC=C1Br)NCCN1C(NC(C1(C)C)=O)=O)C=CC=C2 (1-(2-(4-(benzo[b]thiophen-2-yl)-5-bromopyrimidin-2-ylamino)ethyl)-5,5-dimethylimidazolidine-2,4-dione), C1(=CC=CC=C1)B(O)O (phenyl boronic acid), O1CCOCC1 (dioxane), aqueous solution. The reagents and catalysts are C=1C=CC(=CC1)[P](C=2C=CC=CC2)(C=3C=CC=CC3)[Pd]([P](C=4C=CC=CC4)(C=5C=CC=CC5)C=6C=CC=CC6)([P](C=7C=CC=CC7)(C=8C=CC=CC8)C=9C=CC=CC9)[P](C=1C=CC=CC1)(C=1C=CC=CC1)C=1C=CC=CC1 (tetrakis(triphenylphosphine)palladium). Solvent: C(C)(=O)OCC (ethyl acetate). Conditions: temperature 140 celsius. Yields the product S1C2=C(C=C1C1=NC(=NC=C1C1=CC=CC=C1)NCCN1C(NC(C1(C)C)=O)=O)C=CC=C2 (1-(2-(4-(Benzo[b]thiophen-2-yl)-5-phenylpyrimidin-2-ylamino)ethyl)-5,5-dimethylimidazolidine-2,4-dione). Isolated yield 16.9%. RXN SMILES: [S:1]1[C:5]([C:6]2[C:11](Br)=[CH:10][N:9]=[C:8]([NH:13][CH2:14][CH2:15][N:16]3[C:20]([CH3:22])([CH3:21])[C:19](=[O:23])[NH:18][C:17]3=[O:24])[N:7]=2)=[CH:4][C:3]2[CH:25]=[CH:26][CH:27]=[CH:28][C:2]1=2.[C:29]1(B(O)O)[CH:34]=[CH:33][CH:32]=[CH:31][CH:30]=1.C(=O)([O-])[O-].[Na+].[Na+].O1CCOCC1>C(OCC)(=O)C.C1C=CC([P]([Pd]([P](C2C=CC=CC=2)(C2C=CC=CC=2)C2C=CC=CC=2)([P](C2C=CC=CC=2)(C2C=CC=CC=2)C2C=CC=CC=2)[P](C2C=CC=CC=2)(C2C=CC=CC=2)C2C=CC=CC=2)(C2C=CC=CC=2)C2C=CC=CC=2)=CC=1>[S:1]1[C:5]([C:6]2[C:11]([C:29]3[CH:34]=[CH:33][CH:32]=[CH:31][CH:30]=3)=[CH:10][N:9]=[C:8]([NH:13][CH2:14][CH2:15][N:16]3[C:20]([CH3:22])([CH3:21])[C:19](=[O:23])[NH:18][C:17]3=[O:24])[N:7]=2)=[CH:4][C:3]2[CH:25]=[CH:26][CH:27]=[CH:28][C:2]1=2 |f:2.3.4,^1:59,61,80,99|. Procedure details: A 5 mL Personal Chemistry microwave tube was charged with 1-(2-(4-(benzo[b]thiophen-2-yl)-5-bromopyrimidin-2-ylamino)ethyl)-5,5-dimethylimidazolidine-2,4-dione (103 mg, 0.22 mmol), phenyl boronic acid (55 mg, 0.44 mmol), a 2 M aqueous solution of sodium carbonate (0.22 mL, 0.44 mmol), dioxane (2 mL) and tetrakis(triphenylphosphine)palladium (0) (52 mg, 0.044 mmol). The vessel was sealed and heated to 140° C. for 20 min with stirring. After cooling to r.t. the mixture was diluted with ethyl aceta... Reactants: CC1(C(C(C2=C(O1)C=C(C(=C2)N)[N+](=O)[O-])N2CCCCC2)O)C (3,4-dihydro-2,2-dimethyl-3-hydroxy-4-(1-piperidinyl)-6-amino-7-nitro-2H-benzo[b]pyran), [H][H] (hydrogen). Reagents/catalysts: [C].[Pd] (palladium-carbon). The solvent is C(C)O (ethanol). The product is CC1(C(C(C2=C(O1)C=C(C(=C2)N)N)N2CCCCC2)O)C (3,4-dihydro-2,2-dimethyl-3-hydroxy-4-(1-piperidinyl)-6,7-diamino-2H-benzo[b]pyran). Yield: 94.7%. RXN SMILES: [CH3:1][C:2]1([CH3:23])[O:7][C:6]2[CH:8]=[C:9]([N+:13]([O-])=O)[C:10]([NH2:12])=[CH:11][C:5]=2[CH:4]([N:16]2[CH2:21][CH2:20][CH2:19][CH2:18][CH2:17]2)[CH:3]1[OH:22].[H][H]>C(O)C.[C].[Pd]>[CH3:1][C:2]1([CH3:23])[O:7][C:6]2[CH:8]=[C:9]([NH2:13])[C:10]([NH2:12])=[CH:11][C:5]=2[CH:4]([N:16]2[CH2:21][CH2:20][CH2:19][CH2:18][CH2:17]2)[CH:3]1[OH:22] |f:3.4|. Procedure: 0.28 g (0.87 mmol) of 3,4-dihydro-2,2-dimethyl-3-hydroxy-4-(1-piperidinyl)-6-amino-7-nitro-2H-benzo[b]pyran was dissolved in 44.8 g of ethanol and hydrogen gas was blown in in the presence of 0.20 g of 5% palladium-carbon, as a catalyst, at room temperature for 3 hours under one atmospheric pressure while stirring. The reaction liquid was filtered under suction to remove the catalyst therefrom, and the solvent was removed by distillation to obtain 0.24 g (yield: 95%) of 3,4-dihydro-2,2-dimethyl-...